Task: describe an organic reaction: reactants, conditions, products, and yield. Dataset: the Open Reaction Database (ORD), a public repository of structured organic reaction records Starting materials: [B-](CCNC(OC(C)(C)C)=O)(F)(F)F.[K+], c1(ccc(nc1)Br)OC. The reagents and catalysts are c1ccc(cc1)-c2c3ccccc3cc4ccccc24 (9-Phenylanthracene), C(=O)([O-])[O-].[Cs+].[Cs+] (Cs2CO3), O (water), P(C1C([C@H](P(c2ccccc2)c2ccccc2)C)CCC1)(C1CCCCC1)C1CCCCC1.C1CCCC1.[Fe] (R-Josiphos SL-J004-1), C(O[Pd]OC(C)=O)(C)=O (Pd(OAc)2). The solvent is CC1=CC=CC=C1Â Â  (Toluene), O (H2O). Reaction conditions: temperature 100 celsius, time 18 hour. The product is COc1ccc(CCNC(=O)OC(C)(C)C)nc1. Reaction SMILES: [CH3:1][O:2][c:3]1[cH:8][n:7][c:6](Br)[cH:5][cH:4]1.[K+].[CH3:9][C:10]([O:13][C:14]([NH:16][CH2:17][CH2:18][B-](F)(F)F)=[O:15])([CH3:12])[CH3:11]>>[CH3:1][O:2][c:3]1[cH:8][n:7][c:6]([CH2:18][CH2:17][NH:16][C:14]([O:13][C:10]([CH3:12])([CH3:11])[CH3:9])=[O:15])[cH:5][cH:4]1. Starting materials: CCN(CC)CCCCl, O=C1NC(=O)C(Cc2c[nH]c3ccc(Cl)cc23)N1, Cl, [Na]. Yields the product CCN(CC)CCCN1C(=O)NC(Cc2c[nH]c3ccc(Cl)cc23)C1=O. Reaction SMILES: [CH2:21]([CH3:22])[N:23]([CH2:24][CH2:25][CH2:26][Cl:27])[CH2:28][CH3:29].[Cl:1][c:2]1[cH:3][c:4]2[c:5]([CH2:11][CH:12]3[C:13](=[O:18])[NH:14][C:15](=[O:17])[NH:16]3)[cH:6][nH:7][c:8]2[cH:9][cH:10]1.[ClH:20].[Na:19]>>[Cl:1][c:2]1[cH:3][c:4]2[c:5]([CH2:11][CH:12]3[C:13](=[O:18])[N:14]([CH2:26][CH2:25][CH2:24][N:23]([CH2:21][CH3:22])[CH2:28][CH3:29])[C:15](=[O:17])[NH:16]3)[cH:6][nH:7][c:8]2[cH:9][cH:10]1. Reactants: ClC1=C(C(=O)OCC)C=CC=N1 (ethyl 2-chloronicotinate), N1=C(C=CC=C1)NC1=CC=C(C=C1)O (4-(pyridin-2-ylamino)phenol), C([O-])([O-])=O.[Cs+].[Cs+] (cesium carbonate), CS(=O)C (DMSO). Reaction conditions: temperature 100 celsius. As a reaction SMILES: Cl[C:2]1[N:12]=[CH:11][CH:10]=[CH:9][C:3]=1[C:4]([O:6][CH2:7][CH3:8])=[O:5].[N:13]1[CH:18]=[CH:17][CH:16]=[CH:15][C:14]=1[NH:19][C:20]1[CH:25]=[CH:24][C:23]([OH:26])=[CH:22][CH:21]=1.C(=O)([O-])[O-].[Cs+].[Cs+].CS(C)=O>O>[N:13]1[CH:18]=[CH:17][CH:16]=[CH:15][C:14]=1[NH:19][C:20]1[CH:25]=[CH:24][C:23]([O:26][C:2]2[N:12]=[CH:11][CH:10]=[CH:9][C:3]=2[C:4]([O:6][CH2:7][CH3:8])=[O:5])=[CH:22][CH:21]=1 |f:2.3.4|. Solvent: O (water). Yields the product N1=C(C=CC=C1)NC1=CC=C(OC2=C(C(=O)OCC)C=CC=N2)C=C1 (ETHYL 2-(4-(PYRIDIN-2-YLAMINO)PHENOXY)NICOTINATE). Reported procedure: To a 150 mL pressure vessel was added ethyl 2-chloronicotinate (3.1 g, 17 mmol), 4-(pyridin-2-ylamino)phenol (3.14 g, 17 mmol), and cesium carbonate (5.8 g, 18 mmol) followed by DMSO. The solution was sealed and heated to 100° C. for 20 h. It was cooled and diluted with water and extracted five times with ethyl acetate. The combined organic were washed with brine, dried over sodium sulfate, filtered, and concentrated to a dark brown residue. The residue was taken up in dichlormethane and adsorbe... Starting materials: C(C)(=O)OCC (ethyl acetate), IC1=NNC=C1C(=O)OCC (ethyl 3-iodo-1H-pyrazole-4-carboxylate), FC1=NC=C(C=C1)F (2,5-difluoropyridine), C([O-])([O-])=O.[K+].[K+] (potassium carbonate). The solvent is O (water), CN(C)C=O (DMF). Reaction conditions: temperature 100 celsius, time 18 hour. Yields the product FC=1C=CC(=NC1)N1N=C(C(=C1)C(=O)OCC)I (Ethyl 1-(5-fluoropyridin-2-yl)-3-iodo-1H-pyrazole-4-carboxylate). The yield is 56.3%. RXN SMILES: [I:1][C:2]1[C:6]([C:7]([O:9][CH2:10][CH3:11])=[O:8])=[CH:5][NH:4][N:3]=1.F[C:13]1[CH:18]=[CH:17][C:16]([F:19])=[CH:15][N:14]=1.C(=O)([O-])[O-].[K+].[K+].C(OCC)(=O)C>CN(C=O)C.O>[F:19][C:16]1[CH:17]=[CH:18][C:13]([N:4]2[CH:5]=[C:6]([C:7]([O:9][CH2:10][CH3:11])=[O:8])[C:2]([I:1])=[N:3]2)=[N:14][CH:15]=1 |f:2.3.4|. Procedure: To a solution of ethyl 3-iodo-1H-pyrazole-4-carboxylate (8.5 g, 32.0 mmol) in DMF (160 mL) was added 2,5-difluoropyridine (11.0 g, 96.0 mmol) and potassium carbonate (13.3 g, 96.0 mmol). The mixture was stirred at 100° C. in a sealed reaction flask. After 18 h, the mixture was cooled to ambient temperature and ethyl acetate and water were added. The solid in the organic layer was filtered off and the filtrate was dried over MgSO4, filtered and concentrated. The product was recrystallized using e...